describe an organic reaction: reactants, conditions, products, and yield From a dataset of the Open Reaction Database (ORD), a public repository of structured organic reaction records. The reactants are O=C([O-])O, OCc1c[nH]c(-c2ccccc2Cl)n1, ClCCl, [Na+]. Product: O=Cc1c[nH]c(-c2ccccc2Cl)n1. Reaction SMILES: [C:15](=[O:16])([OH:17])[O-:18].[Cl:1][c:2]1[c:3](-[c:8]2[nH:9][cH:10][c:11]([CH2:13][OH:14])[n:12]2)[cH:4][cH:5][cH:6][cH:7]1.[Cl:20][CH2:21][Cl:22].[Na+:19]>>[Cl:1][c:2]1[c:3](-[c:8]2[nH:9][cH:10][c:11]([CH:13]=[O:14])[n:12]2)[cH:4][cH:5][cH:6][cH:7]1. Reactants: CN1C(=NC2=C1C=CC=C2)C (1,2-dimethyl-1H-benzimidazole), S(SCCNC(CCl)=O)CCNC(CCl)=O (N,N′-(disulfanediyldiethane-2,1-diyl)bis(2-chloroacetamide)). Run in C(C)#N (acetonitrile). Product: [Cl-].S(SCCNC(CN1C(=[N+](C2=C1C=CC=C2)C)C)=O)CCNC(CN2C(=[N+](C1=C2C=CC=C1)C)C)=O.[Cl-] (1,1′-{disulfanediylbis[ethane-2,1-diylimino(2-oxoethane-2,1-diyl)]}bis(2,3-dimethyl-1H-benzimidazol-3-ium) chloride). The yield is 129.8%. RXN SMILES: [CH3:1][N:2]1[C:6]2[CH:7]=[CH:8][CH:9]=[CH:10][C:5]=2[N:4]=[C:3]1[CH3:11].[S:12]([CH2:21][CH2:22][NH:23][C:24](=[O:27])[CH2:25]Cl)[S:13][CH2:14][CH2:15][NH:16][C:17](=[O:20])[CH2:18][Cl:19]>C(#N)C>[Cl-:19].[S:12]([CH2:21][CH2:22][NH:23][C:24](=[O:27])[CH2:25][N:4]1[C:5]2[CH:10]=[CH:9][CH:8]=[CH:7][C:6]=2[N+:2]([CH3:1])=[C:3]1[CH3:11])[S:13][CH2:14][CH2:15][NH:16][C:17](=[O:20])[CH2:18][N:4]1[C:5]2[CH:10]=[CH:9][CH:8]=[CH:7][C:6]=2[N+:2]([CH3:1])=[C:3]1[CH3:11].[Cl-:19] |f:3.4.5|. Procedure details: A mixture of compound 1,2-dimethyl-1H-benzimidazole (2.93 g, 20 mmol) and N,N′-(disulfanediyldiethane-2,1-diyl)bis(2-chloroacetamide) (1.53 g, 5 mmol) in 20 ml of acetonitrile was heated to reflux for 24 h. After cooling, the resulting white solids were collected by filtration and washed with ethyl acetate and dichloromethane to afford 1.94 g of a white powder. Analyses were in accordance with the expected structure. Reactants: BrCCC(C)C (1-bromo-3-methylbutane), BrCCC(C)C (1-bromo-3-methylbutane), BrC1=CC=C(C=C1)S (4-bromo-thiophenol), BrC1=CC=C(C=C1)S (4-bromo-thiophenol), [OH-].[Na+] (sodium hydroxide). Solvent: CC(=O)C (acetone), CC(=O)C (acetone). Yields the product CC(CCSC1=CC=C(C=C1)Br)C (4-Bromophenyl 3-methylbutyl sulfide). RXN SMILES: [Br:1][C:2]1[CH:7]=[CH:6][C:5]([SH:8])=[CH:4][CH:3]=1.[OH-].[Na+].Br[CH2:12][CH2:13][CH:14]([CH3:16])[CH3:15]>CC(C)=O>[CH3:15][CH:14]([CH3:16])[CH2:13][CH2:12][S:8][C:5]1[CH:6]=[CH:7][C:2]([Br:1])=[CH:3][CH:4]=1 |f:1.2|. Reported procedure: A mixture of 15 g (79 mmol) of 4-bromo-thiophenol (Compound 40), 3.16 g (79 mmol) of powdered sodium hydroxide and 150 ml of acetone was heated at reflux for 15 minutes. The refluxing mixture was then treated dropwise with a solution of 12 g (79 mmol) of 1-bromo-3-methylbutane (Compound 49) in 25 ml of acetone and then refluxed for a further 18 hours. The mixture was allowed to cool and the solvent removed in-vacuo. The residue was taken up in 25 ml of water and the mixture basified with 2N NaOH...